This data is from the Open Reaction Database (ORD), a public repository of structured organic reaction records. The task is: describe an organic reaction: reactants, conditions, products, and yield The reactants are C1(=CC=CC=C1)[C@@H](COS(=O)(=O)C1=CC=C(C=C1)C)C (toluene-4-sulfonic acid (S)-2-phenyl-propyl ester), C1(=CC=CC=C1)[C@H](CO)C ((R)-2-phenyl-1-propanol). Product: C1(=CC=CC=C1)[C@H](COS(=O)(=O)C1=CC=C(C=C1)C)C (Toluene-4-sulfonic Acid (R)-2-phenyl-propyl Ester). As a reaction SMILES: [C:1]1([C@H:7]([CH3:20])[CH2:8][O:9][S:10]([C:13]2[CH:18]=[CH:17][C:16]([CH3:19])=[CH:15][CH:14]=2)(=[O:12])=[O:11])[CH:6]=[CH:5][CH:4]=[CH:3][CH:2]=1.C1([C@@H](C)CO)C=CC=CC=1>>[C:1]1([C@@H:7]([CH3:20])[CH2:8][O:9][S:10]([C:13]2[CH:14]=[CH:15][C:16]([CH3:19])=[CH:17][CH:18]=2)(=[O:12])=[O:11])[CH:2]=[CH:3][CH:4]=[CH:5][CH:6]=1. Reported procedure: Following the procedure analogous to that used for the synthesis of toluene-4-sulfonic acid (S)-2-phenyl-propyl ester, but using (R)-2-phenyl-1-propanol as starting compound, the title compound was prepared. Yields the product CS(=O)(=O)O, Cc1cccc(Cl)c1Nc1nc2cc(C(=O)Nc3cc(C(F)(F)F)ccc3F)c3c(c2[nH]1)CC(C)(C)O3. As a reaction SMILES: [CH3:38][S:39]([OH:40])(=[O:41])=[O:42].[CH3:43][C:44](=[O:45])[CH3:46].[Cl:1][c:2]1[c:3]([NH:9][c:10]2[nH:11][c:12]3[c:13]([n:14]2)[cH:15][c:16]([C:24](=[O:25])[NH:26][c:27]2[c:28]([F:37])[cH:29][cH:30][c:31]([C:33]([F:34])([F:35])[F:36])[cH:32]2)[c:17]2[c:18]3[CH2:19][C:20]([CH3:22])([CH3:23])[O:21]2)[c:4]([CH3:8])[cH:5][cH:6][cH:7]1>>[CH3:38][S:39](=[O:40])(=[O:41])[OH:42].[Cl:1][c:2]1[c:3]([NH:9][c:10]2[nH:11][c:12]3[c:13]([n:14]2)[cH:15][c:16]([C:24](=[O:25])[NH:26][c:27]2[c:28]([F:37])[cH:29][cH:30][c:31]([C:33]([F:34])([F:35])[F:36])[cH:32]2)[c:17]2[c:18]3[CH2:19][C:20]([CH3:22])([CH3:23])[O:21]2)[c:4]([CH3:8])[cH:5][cH:6][cH:7]1. Reactants: CS(=O)(=O)O, CC(C)=O, Cc1cccc(Cl)c1Nc1nc2cc(C(=O)Nc3cc(C(F)(F)F)ccc3F)c3c(c2[nH]1)CC(C)(C)O3.